This data is from the Open Reaction Database (ORD), a public repository of structured organic reaction records. The task is: describe an organic reaction: reactants, conditions, products, and yield Starting materials: CS(=O)(=O)OC1=CC=C(OCCCC2=CC=C(OCC3=C(C(=O)OC)C=CC=C3)C=C2)C=C1 (Methyl 2-{[4-(3-{4-[(methylsulfonyl)oxy]phenoxy}propyl)phenoxy]methyl}benzoate), [OH-].[Li+] (lithium hydroxide), Cl (HCl). Run in C1CCOC1.O (THF water). Yields the product CS(=O)(=O)OC1=CC=C(OCCCC2=CC=C(OCC3=C(C(=O)O)C=CC=C3)C=C2)C=C1 (2-{[4-(3-{4-[(methylsulfonyl)oxy]phenoxy}propyl)phenoxy]-methyl}benzoic acid). Yield: 23.8%. As a reaction SMILES: [CH3:1][S:2]([O:5][C:6]1[CH:33]=[CH:32][C:9]([O:10][CH2:11][CH2:12][CH2:13][C:14]2[CH:31]=[CH:30][C:17]([O:18][CH2:19][C:20]3[CH:29]=[CH:28][CH:27]=[CH:26][C:21]=3[C:22]([O:24]C)=[O:23])=[CH:16][CH:15]=2)=[CH:8][CH:7]=1)(=[O:4])=[O:3].[OH-].[Li+].Cl>C1COCC1.O>[CH3:1][S:2]([O:5][C:6]1[CH:33]=[CH:32][C:9]([O:10][CH2:11][CH2:12][CH2:13][C:14]2[CH:31]=[CH:30][C:17]([O:18][CH2:19][C:20]3[CH:29]=[CH:28][CH:27]=[CH:26][C:21]=3[C:22]([OH:24])=[O:23])=[CH:16][CH:15]=2)=[CH:8][CH:7]=1)(=[O:4])=[O:3] |f:1.2,4.5|. Reported procedure: Methyl 2-{[4-(3-{4-[(methylsulfonyl)oxy]phenoxy}propyl)phenoxy]methyl}benzoate (0.38 g, 0.81 mmol) was dissolved in a mixture of THF/water (7/1, 4 ml) and lithium hydroxide (9.3 mg, 0.39 mmol) was added. The reaction was performed in a single node microwave oven (7 min, 150° C.). The reaction mixture was acidified (HCl, 1 M, 1 ml) and the water phase was washed with two portions of EtOAc (2×5 ml). The organic phases were combined, dried (MgSO4) and the solvent was removed by evaporation The crud...